This data is from the Open Reaction Database (ORD), a public repository of structured organic reaction records. The task is: describe an organic reaction: reactants, conditions, products, and yield RXN SMILES: [N:1]1([CH:6]=[C:7]([C:12]#[N:13])[CH:8]=[CH:9][C:10]#N)CCCC1.[ClH:14]>>[Cl:14][C:10]1[CH:9]=[CH:8][C:7]([C:6]#[N:1])=[CH:12][N:13]=1. Yields the product ClC1=NC=C(C=C1)C#N (2-Chloro-5-cyanopyridine). Starting materials: N1(CCCC1)C=C(C=CC#N)C#N (pyrrolidinomethylene-glutacononitrile), Cl (HCl). Procedure details: Analogously to Example 5, pyrrolidinomethylene-glutacononitrile was cyclized with HCl gas. 2-Chloro-5-cyanopyridine was obtained in 83.3% of the theoretical yield. Reactants: O (water), C(CCC)(=O)Cl (butyryl chloride), CC1(OC(CC(O1)=O)=O)C (2,2-dimethyl-4,6-dioxo-1,3-dioxane). Solvent: N1=CC=CC=C1 (pyridine), ClCCl (dichloromethane), C(C)O (ethanol). Reaction conditions: time 3 hour. Yields the product O=C(CC(=O)OCC)CCC (ethyl 3-oxohexanoate). As a reaction SMILES: C[C:2]1([CH3:10])[O:7][C:6](=[O:8])[CH2:5][C:4](=[O:9])O1.O.[C:12](Cl)(=O)[CH2:13][CH2:14]C>ClCCl.N1C=CC=CC=1.C(O)C>[O:9]=[C:4]([CH2:12][CH2:13][CH3:14])[CH2:5][C:6]([O:7][CH2:2][CH3:10])=[O:8]. Procedure details: 176 g of 2,2-dimethyl-4,6-dioxo-1,3-dioxane (Meldrum's acid) are dissolved in 550 ml of dichloromethane and 188 ml of pyridine; the mixture is cooled to 5° C. with a bath of water and ice and 133 ml of butyryl chloride are added dropwise. When the addition is complete, the mixture is stirred for three hours at room temperature. The solution is washed with a dilute solution of hydrochloric acid, dried over magnesium sulfate and evaporated under vacuum to give an oil. This oil is dissolved in 700 ...